Dataset: the Open Reaction Database (ORD), a public repository of structured organic reaction records. Task: describe an organic reaction: reactants, conditions, products, and yield Reactants: FC1=C(C=C(C=C1)C1=CC=NC2=NC(=CC=C12)C(F)(F)F)OS(=O)(=O)C(F)(F)F (Trifluoromethanesulfonic acid 2-fluoro-5-(7-trifluoromethyl[1,8]naphthyridin-4-yl)phenyl ester), COC1=C(C=CC=C1)B(O)O (2-methoxyphenyl-boronic acid). The product is FC1=CC=C(C=C1C1=C(C=CC=C1)OC)C1=C2C=CC(=NC2=NC=C1)C(F)(F)F (5-(6-fluoro-2′-methoxybiphenyl-3-yl)-2-trifluoromethyl[1,8]-naphthyridine). Isolated yield 53.5%. As a reaction SMILES: [F:1][C:2]1[CH:7]=[CH:6][C:5]([C:8]2[C:17]3[C:12](=[N:13][C:14]([C:18]([F:21])([F:20])[F:19])=[CH:15][CH:16]=3)[N:11]=[CH:10][CH:9]=2)=[CH:4][C:3]=1OS(C(F)(F)F)(=O)=O.[CH3:30][O:31][C:32]1[CH:37]=[CH:36][CH:35]=[CH:34][C:33]=1B(O)O>>[F:1][C:2]1[C:3]([C:33]2[CH:34]=[CH:35][CH:36]=[CH:37][C:32]=2[O:31][CH3:30])=[CH:4][C:5]([C:8]2[CH:9]=[CH:10][N:11]=[C:12]3[C:17]=2[CH:16]=[CH:15][C:14]([C:18]([F:20])([F:21])[F:19])=[N:13]3)=[CH:6][CH:7]=1. Procedure details: Trifluoromethanesulfonic acid 2-fluoro-5-(7-trifluoromethyl[1,8]naphthyridin-4-yl)phenyl ester (30.0 mg, 0.068 mmol) was coupled to 2-methoxyphenyl-boronic acid (13.5 mg, 0.089 mmol) as described in Example 35 part c), affording 5-(6-fluoro-2′-methoxybiphenyl-3-yl)-2-trifluoromethyl[1,8]-naphthyridine (14.5 mg, 53%). δH (360 MHz, CDCl3) 3.86 (3H, s), 7.03-7.09 (2H, m), 7.32-7.48 (4H, m), 7.55 (1H, dd, J 2.5 and 6.7), 7.60 (1H, d, J 4.6), 7.83 (1H, d, J 8.4), 8.66 (1H, d, J 8.4), 9.27 (1H, d, J 4... The product is C(C)(C)(C)NC(=O)N1CCC(=CC1)C1=CC2=C(N=CN=C2NC2=CC=CC3=CC=CC=C23)N1 (4-[4-(Naphthalen-1-ylamino)-7H-pyrrolo[2,3-d]-pyrimidin-6-yl]-3,6-dihydro-2H-pyridine-1-carboxylic acid tert-butylamide). Reported procedure: A suspension containing naphthalen-1-yl-[6-(1,2,3,6-tetrahydropyridin-4-yl)-7H-pyrrolo[2,3-d]pyrimidin-4-yl]-amine (120 mg, 0.35 mmol), tert-butyl isocyanate (35 mg, 0.35 mmol) and N,N-diisopropylethylamine (122 μL, 0.70 mmol) in anhydrous N,N-dimethylformamide (2 mL) was stirred overnight at rt. The reaction mixture was poured into saturated NaHCO3 solution (50 mL) and extracted with EtOAc (3×50 ml). The combined organics were washed with brine (3×50 mL), dried (MgSO4), filtered and concentrate... Run at time 8 hour. Reactants: C(=O)(O)[O-].[Na+] (NaHCO3), C1(=CC=CC2=CC=CC=C12)NC=1C2=C(N=CN1)NC(=C2)C=2CCNCC2 (naphthalen-1-yl-[6-(1,2,3,6-tetrahydropyridin-4-yl)-7H-pyrrolo[2,3-d]pyrimidin-4-yl]-amine), C(C)(C)(C)N=C=O (tert-butyl isocyanate), C(C)(C)N(C(C)C)CC (N,N-diisopropylethylamine). Reaction SMILES: [C:1]1([NH:11][C:12]2[C:13]3[CH:20]=[C:19]([C:21]4[CH2:22][CH2:23][NH:24][CH2:25][CH:26]=4)[NH:18][C:14]=3[N:15]=[CH:16][N:17]=2)[C:10]2[C:5](=[CH:6][CH:7]=[CH:8][CH:9]=2)[CH:4]=[CH:3][CH:2]=1.[C:27]([N:31]=[C:32]=[O:33])([CH3:30])([CH3:29])[CH3:28].C(N(CC)C(C)C)(C)C.C([O-])(O)=O.[Na+]>CN(C)C=O>[C:27]([NH:31][C:32]([N:24]1[CH2:23][CH:22]=[C:21]([C:19]2[NH:18][C:14]3[N:15]=[CH:16][N:17]=[C:12]([NH:11][C:1]4[C:10]5[C:5](=[CH:6][CH:7]=[CH:8][CH:9]=5)[CH:4]=[CH:3][CH:2]=4)[C:13]=3[CH:20]=2)[CH2:26][CH2:25]1)=[O:33])([CH3:30])([CH3:29])[CH3:28] |f:3.4|. Run in CN(C=O)C (N,N-dimethylformamide). Starting materials: C(=O)(NC1CCCCC1)NC1CCCCC1 (dicyclohexylurea), OC[C@@H](CN1C=2N=C(NC(C2N=C1)=O)N)CCOC(CCCCCCCCCCCCCCCCC)=O ((R)-9-[2-Hydroxymethyl-4-(stearoyloxy)butyl]guanine), C(=O)(OC(C)(C)C)N[C@@H](C(C)C)C(=O)O (N-Boc-L-valine), C1(CCCCC1)N=C=NC1CCCCC1 (N,N′-dicyclohexyl carbodiimide). Reagents/catalysts: CN(C1=CC=NC=C1)C (4-dimethylaminopyridine). Solvent: CN(C=O)C (N,N-dimethylformamide), ClCCl (dichloromethane). Reaction conditions: temperature 50 celsius, time 4 hour. Yields the product N[C@@H](C(C)C)C(=O)OC[C@@H](CN1C=2N=C(NC(C2N=C1)=O)N)CCOC(CCCCCCCCCCCCCCCCC)=O ((R)-9-[2(L-Valyloxymethyl)-4-(stearoyloxy)butyl]guanine). The yield is 45.7%. Reaction SMILES: C([NH:8][C@H:9]([C:13]([OH:15])=[O:14])[CH:10]([CH3:12])[CH3:11])(OC(C)(C)C)=O.C1(N=C=NC2CCCCC2)CCCCC1.C(NC1CCCCC1)(NC1CCCCC1)=O.O[CH2:48][C@H:49]([CH2:62][CH2:63][O:64][C:65](=[O:83])[CH2:66][CH2:67][CH2:68][CH2:69][CH2:70][CH2:71][CH2:72][CH2:73][CH2:74][CH2:75][CH2:76][CH2:77][CH2:78][CH2:79][CH2:80][CH2:81][CH3:82])[CH2:50][N:51]1[CH:59]=[N:58][C:57]2[C:56](=[O:60])[NH:55][C:54]([NH2:61])=[N:53][C:52]1=2>ClCCl.CN(C)C1C=CN=CC=1.CN(C)C=O>[NH2:8][C@H:9]([C:13]([O:15][CH2:48][C@H:49]([CH2:62][CH2:63][O:64][C:65](=[O:83])[CH2:66][CH2:67][CH2:68][CH2:69][CH2:70][CH2:71][CH2:72][CH2:73][CH2:74][CH2:75][CH2:76][CH2:77][CH2:78][CH2:79][CH2:80][CH2:81][CH3:82])[CH2:50][N:51]1[CH:59]=[N:58][C:57]2[C:56](=[O:60])[NH:55][C:54]([NH2:61])=[N:53][C:52]1=2)=[O:14])[CH:10]([CH3:11])[CH3:12]. Procedure details: A mixture of N-Boc-L-valine (528 mg; 2.1 mmol) and N,N′-dicyclohexyl carbodiimide (250 mg; 1.21 mmol) in dichloromethane (20 ml) was stirred over night at room temperature dicyclohexylurea filtered off and extracted with a small volume of dichloromethane, and the filtrate evaporated in vacuo to a small volume. (R)-9-[2-Hydroxymethyl-4-(stearoyloxy)butyl]guanine (340 mg; 0.654 mmol), 4-dimethylaminopyridine (25 mg; 0,205 mmol and dry N,N-dimethylformamide (15 ml) were added and the mixture was st... Reactants: OC1CC(N(C1)CC(=O)OCC)=O (ethyl 4-hydroxy-2-oxo-1-pyrrolidineacetate), NCC(=O)N (glycinamide). Run at temperature 80 celsius, time 4 hour. Product: OC1CC(N(C1)CC(=O)NCC(=O)N)=O (2-(4-Hydroxy-2-oxo-1-pyrrolidineacetamido)acetamide). Yield: 43.5%. RXN SMILES: [OH:1][CH:2]1[CH2:6][N:5]([CH2:7][C:8]([O:10]CC)=O)[C:4](=[O:13])[CH2:3]1.[NH2:14][CH2:15][C:16]([NH2:18])=[O:17]>>[OH:1][CH:2]1[CH2:6][N:5]([CH2:7][C:8]([NH:14][CH2:15][C:16]([NH2:18])=[O:17])=[O:10])[C:4](=[O:13])[CH2:3]1. Reported procedure: A mixture of ethyl 4-hydroxy-2-oxo-1-pyrrolidineacetate (0.5 g) and glycinamide (0.6 g) was stirred under nitrogen at 80° C. for 4 hours. After cooling, the mixture was chromatographed on a silica gel column, by eluting with dichloromethane/methanol 7:3, affording the title compound (250 mg).